This data is from the Open Reaction Database (ORD), a public repository of structured organic reaction records. The task is: describe an organic reaction: reactants, conditions, products, and yield Starting materials: ClC1=CC=NC=2C=CC(=C(C12)C(=O)OCC)Cl (4,6-dichloroquinoline-5-carboxylic acid, ethyl ester), [OH-].[Na+] (sodium hydroxide), O1CCCC1 (tetrahydrofuran), [H-].[Al+3].[Li+].[H-].[H-].[H-] (lithium aluminum hydride). Solvent: O (water), O (water). Run at time 5 hour. Yields the product ClC1=C(C=NC2=CC=C(C=C12)Cl)CO (4,6-Dichloroquinoline-3-methanol). RXN SMILES: [Cl:1][C:2]1[C:11]2[C:10](C(OCC)=O)=[C:9]([Cl:17])[CH:8]=[CH:7][C:6]=2[N:5]=[CH:4][CH:3]=1.[O:18]1CCC[CH2:19]1.[H-].[Al+3].[Li+].[H-].[H-].[H-].[OH-].[Na+]>O>[Cl:1][C:2]1[C:11]2[C:6](=[CH:7][CH:8]=[C:9]([Cl:17])[CH:10]=2)[N:5]=[CH:4][C:3]=1[CH2:19][OH:18] |f:2.3.4.5.6.7,8.9|. Procedure details: 27 g. of 4,6-dichloroquinoline-5-carboxylic acid, ethyl ester (0.1 mol.) are dissolved in 600 ml. of anhydrous tetrahydrofuran. Nitrogen is passed through the flask and while stirring and cooling to 0°, 2.4 g. of lithium aluminum hydride are added a bit at a time in order to keep the reaction temperature at 0° to +5°. Stirring is continued for an additional five hours. Then 2.5 ml. of water, 2.0 ml. of aqueous sodium hydroxide (20%) and again 9 ml. of water are added. The precipitated inorganic ... The reactants are [Br-].ClC1=CC=C(C=C1)C(C[N+]1=CC=C(C=C1)C(C)C)=O (1-[2-(4-chlorophenyl)-2-oxoethyl]-4-(propan-2-yl)pyridinium bromide), CC(C(=O)OCC)(CC#CC(C(C)(C)C)=O)C (ethyl 2,2,7,7-tetramethyl-6-oxooct-4-ynoate), TEA. Solvent: CN(C)C=O (DMF). Reaction conditions: temperature 70 celsius. Yields the product C1CCN2CC=CC=C12 (dihydroindolizine). The yield is 64.2%. RXN SMILES: [Br-].ClC1C=C[C:6]([C:9](=O)[CH2:10][N+:11]2[CH:16]=[CH:15][C:14](C(C)C)=[CH:13][CH:12]=2)=CC=1.CC(C)(CC#CC(=O)C(C)(C)C)C(OCC)=O>CN(C=O)C>[CH2:6]1[C:12]2[N:11]([CH2:16][CH:15]=[CH:14][CH:13]=2)[CH2:10][CH2:9]1 |f:0.1|. Procedure details: To a solution of 1-[2-(4-chlorophenyl)-2-oxoethyl]-4-(propan-2-yl)pyridinium bromide (1.55 g, 4.37 mmol) and ethyl 2,2,7,7-tetramethyl-6-oxooct-4-ynoate (1.04 g, 4.37 mmol) in DMF (8.0 mL) is added TEA (0.9 mL, 6.56 mmol). The mixture is heated at 70° C. for 24 h then cooled to 23° C. and partitioned between Et2O and water. The organics are washed with water, dried with MgSO4, filtered, and concentrated in vacuo. Purification of the crude by flash chromatography (SiO2, hexanes to 10% EtOAc in he...